Task: describe an organic reaction: reactants, conditions, products, and yield. Dataset: the Open Reaction Database (ORD), a public repository of structured organic reaction records As a reaction SMILES: [CH3:1][O:2][c:3]1[cH:4][c:5]([CH2:9][C:10]#[N:11])[cH:6][cH:7][cH:8]1.[Cl:12][c:13]1[cH:14][cH:15][c:16]([CH:17]=[O:18])[cH:19][cH:20]1.[NH4+:21].[Na+:24].[OH-:22].[OH-:23]>>[CH3:1][O:2][c:3]1[c:4]2[c:5]([cH:6][cH:7][cH:8]1)[CH2:9][C:10](=[O:22])[NH:11][CH:17]2[c:16]1[cH:15][cH:14][c:13]([Cl:12])[cH:20][cH:19]1. The product is COc1cccc2c1C(c1ccc(Cl)cc1)NC(=O)C2. Starting materials: COc1cccc(CC#N)c1, O=Cc1ccc(Cl)cc1, [NH4+], [Na+], [OH-], [OH-]. Reactants: BrC1=CC=C(C=C1)C1=CC(=NN1)NC(=O)C1CC2=CC=CC=C2C1 (5-(4-Bromophenyl)-3-(2-indanyl)carbonylaminopyrazole), C(CCC)C(=C(CCCC)CCCC)[Sn] (tributylvinyltin), O1C(=CC=C1)P(C=1OC=CC1)C=1OC=CC1 (tri-2-furylphosphine), [Cl-].[Li+] (lithium chloride), resultant mixture. Solvent: CN1C(CCC1)=O (N-methylpyrrolidone), C(C)(=O)OCC.CCCCCC (ethyl acetate hexane). Yields the product C1C(CC2=CC=CC=C12)C(=O)NC1=NNC(=C1)C1=CC=C(C=C1)C=C (3-(2-indanyl)carbonylamino-5-(4-vinylphenyl)pyrazole). RXN SMILES: Br[C:2]1[CH:7]=[CH:6][C:5]([C:8]2[NH:12][N:11]=[C:10]([NH:13][C:14]([CH:16]3[CH2:24][C:23]4[C:18](=[CH:19][CH:20]=[CH:21][CH:22]=4)[CH2:17]3)=[O:15])[CH:9]=2)=[CH:4][CH:3]=1.[CH2:25](C([Sn])=C(CCCC)CCCC)[CH2:26]CC.O1C=CC=C1P(C1OC=CC=1)C1OC=CC=1.[Cl-].[Li+]>CN1CCCC1=O.C(OCC)(=O)C.CCCCCC>[CH2:17]1[C:18]2[C:23](=[CH:22][CH:21]=[CH:20][CH:19]=2)[CH2:24][CH:16]1[C:14]([NH:13][C:10]1[CH:9]=[C:8]([C:5]2[CH:6]=[CH:7][C:2]([CH:25]=[CH2:26])=[CH:3][CH:4]=2)[NH:12][N:11]=1)=[O:15] |f:3.4,6.7,^1:26|. Procedure details: 5-(4-Bromophenyl)-3-(2-indanyl)carbonylaminopyrazole (106.5 mg), tributylvinyltin (0.25 ml), a tris(dibenzylideneacetone)dipalladium chloroform complex (17.1 mg), tri-2-furylphosphine (34.4 mg) and lithium chloride (34.0 mg) were dissolved in N-methylpyrrolidone (2 ml) with heating, and the resultant mixture was heated at 80° C. overnight. After allowing to cool, the reaction solution was diluted with ethyl acetate-hexane (1:1, 100 ml), washed with saturated aqueous potassium fluoride solution (... Reactants: ClCCCOC=1C=2C=CNC2C=CC1 (1-chloro-3-(1H-indole-4-oxy)propane), C1=C(C=CC2=CC=CC=C12)C1CCNCC1 (4-(2-naphthyl)-piperidine), C(C(=O)O)(=O)O (oxalic acid). The solvent is C(C)(=O)OCC (ethyl acetate), C(C)(=O)OCC (ethyl acetate). Yields the product C(C(=O)O)(=O)O.N1C=CC2=C(C=CC=C12)OCCCN1CCC(CC1)C1=CC2=CC=CC=C2C=C1 (1-(4-indolyloxy)-3-[4-(2-naphthyl)piperidin-1-yl]propane ethanedioate). RXN SMILES: Cl[CH2:2][CH2:3][CH2:4][O:5][C:6]1[C:7]2[CH:8]=[CH:9][NH:10][C:11]=2[CH:12]=[CH:13][CH:14]=1.[CH:15]1[C:24]2[C:19](=[CH:20][CH:21]=[CH:22][CH:23]=2)[CH:18]=[CH:17][C:16]=1[CH:25]1[CH2:30][CH2:29][NH:28][CH2:27][CH2:26]1.[C:31]([OH:36])(=[O:35])[C:32]([OH:34])=[O:33]>C(OCC)(=O)C>[C:31]([OH:36])(=[O:35])[C:32]([OH:34])=[O:33].[NH:10]1[C:11]2[C:7](=[C:6]([O:5][CH2:4][CH2:3][CH2:2][N:28]3[CH2:29][CH2:30][CH:25]([C:16]4[CH:17]=[CH:18][C:19]5[C:24](=[CH:23][CH:22]=[CH:21][CH:20]=5)[CH:15]=4)[CH2:26][CH2:27]3)[CH:14]=[CH:13][CH:12]=2)[CH:8]=[CH:9]1 |f:4.5|. Procedure: The title compound was prepared in similar fashion from 1-chloro-3-(1H-indole-4-oxy)propane and 4-(2-naphthyl)-piperidine. The resulting free base was dissolved in ethyl acetate, and precipitated with one equivalent of oxalic acid in ethyl acetate in 57% overall yield as a white solid. mp. 145°-146° C. FDMS m/e=384 (M+ of free base). Reactants: [H][H] (hydrogen), O1C(CCCC1)ONC(=O)C=1C=C2CCN(CC2=CC1)C(=O)OCC1=CC=CC=C1 (benzyl 6-[(tetrahydro-2H-pyran-2-yloxy)carbamoyl]-3,4-dihydroisoquinoline-2(1H)-carboxylate), C(C)O (ethanol). The reagents and catalysts are [Pd] (Pd/C). Solvent: C(C)N(CC)CC (triethylamine). Product: O1C(CCCC1)ONC(=O)C=1C=C2CCNCC2=CC1 (N-(Tetrahydro-2H-pyran-2-yloxy)-1,2,3,4-tetrahydroisoquinoline-6-carboxamide). The yield is 90.6%. As a reaction SMILES: [O:1]1[CH2:6][CH2:5][CH2:4][CH2:3][CH:2]1[O:7][NH:8][C:9]([C:11]1[CH:12]=[C:13]2[C:18](=[CH:19][CH:20]=1)[CH2:17][N:16](C(OCC1C=CC=CC=1)=O)[CH2:15][CH2:14]2)=[O:10].C(O)C.[H][H]>[Pd].C(N(CC)CC)C>[O:1]1[CH2:6][CH2:5][CH2:4][CH2:3][CH:2]1[O:7][NH:8][C:9]([C:11]1[CH:12]=[C:13]2[C:18](=[CH:19][CH:20]=1)[CH2:17][NH:16][CH2:15][CH2:14]2)=[O:10]. Procedure details: A mixture of 5 g benzyl 6-[(tetrahydro-2H-pyran-2-yloxy)carbamoyl]-3,4-dihydroisoquinoline-2(1H)-carboxylate, 250 mg Pd/C (5%), 250 ml ethanol and 5 ml triethylamine is hydrogenated at ambient hydrogen pressure. The reaction mixture is filtered, evaporated and 3.05 g of yellowish foam are obtained. Starting materials: FC(C(=O)O)(F)F (trifluoroacetic acid). The solvent is C(Cl)Cl (DCM). Reaction conditions: time 8 hour. Yields the product FC(C(=O)O)(F)F.CO (methanol trifluoroacetate). RXN SMILES: [F:1][C:2]([F:7])([F:6])[C:3]([OH:5])=[O:4]>C(Cl)Cl>[F:1][C:2]([F:7])([F:6])[C:3]([OH:5])=[O:4].[CH3:3][OH:4] |f:2.3|. Procedure details: A solution of lithium aluminum hydride (1.0 M, 0.24 mL, 0.24 mmol) was added at 0° C. to a solution of 4-[benzo[b]thiophen-5-yl-(3-carboxy-benzyl)-amino]-piperidine-1-carboxylic acid tert-butyl ester (55 mg, 0.12 mmol) in THF (2 mL). The reaction mixture was stirred for 1 hour and it was then quenched by addition of water, MeOH (1 drop) and an aqueous solution of KOH (15%, 2 drops). The resulting mixture was stirred for 15 minutes and it was filtered over a celite pad. The filtrate was evaporate... The reactants are [Cl-].[NH4+] (ammonium chloride), C[Mg]Br (methylmagnesium bromide), BrC=1C=C(C(=C(C1)C(C)=O)OC)N(C)C (1-[5-bromo-3-(dimethylamino)-2-methoxyphenyl]-1-ethanone). The solvent is CCOCC (ether), C(C)OCC (diethyl ether). Run at temperature -70 celsius. The product is BrC=1C=C(C(=C(C1)C(C)(C)O)OC)N(C)C (2-[5-Bromo-3-(dimethylamino)-2-methoxyphenyl]-2-propanol). As a reaction SMILES: [CH3:1][Mg]Br.[Br:4][C:5]1[CH:6]=[C:7]([N:16]([CH3:18])[CH3:17])[C:8]([O:14][CH3:15])=[C:9]([C:11](=[O:13])[CH3:12])[CH:10]=1.[Cl-].[NH4+]>CCOCC>[Br:4][C:5]1[CH:6]=[C:7]([N:16]([CH3:18])[CH3:17])[C:8]([O:14][CH3:15])=[C:9]([C:11]([OH:13])([CH3:1])[CH3:12])[CH:10]=1 |f:2.3|. Procedure: A solution of methylmagnesium bromide in ether was added to a solution of 1-[5-bromo-3-(dimethylamino)-2-methoxyphenyl]-1-ethanone (4 g) in diethyl ether while stirring at −70° C. After stirring at the same temperature for 30 minutes, saturated aqueous ammonium chloride was added, extraction was performed with ethyl acetate, and the organic layer was washed with brine and then dried over anhydrous magnesium sulfate. The solvent was distilled off under reduced pressure to yield the title compound... The reactants are O=C([O-])O, ClCCl, [Na+], O=C(O)C(F)(F)F, N#Cc1ccc2c(n1)c(-c1ccc3ccccc3c1)nn2C(c1ccccc1)(c1ccccc1)c1ccccc1. Yields the product N#Cc1ccc2[nH]nc(-c3ccc4ccccc4c3)c2n1. RXN SMILES: [C:48](=[O:49])([O-:50])[OH:51].[Cl:53][CH2:54][Cl:55].[Na+:52].[OH:41][C:42]([C:43]([F:44])([F:45])[F:46])=[O:47].[cH:1]1[c:2](-[c:11]2[n:12][n:13]([C:22]([c:23]3[cH:24][cH:25][cH:26][cH:27][cH:28]3)([c:29]3[cH:30][cH:31][cH:32][cH:33][cH:34]3)[c:35]3[cH:36][cH:37][cH:38][cH:39][cH:40]3)[c:14]3[c:15]2[n:16][c:17]([C:20]#[N:21])[cH:18][cH:19]3)[cH:3][cH:4][c:5]2[cH:6][cH:7][cH:8][cH:9][c:10]12>>[cH:1]1[c:2](-[c:11]2[n:12][nH:13][c:14]3[c:15]2[n:16][c:17]([C:20]#[N:21])[cH:18][cH:19]3)[cH:3][cH:4][c:5]2[cH:6][cH:7][cH:8][cH:9][c:10]12. The reactants are C(C)(C)(C)OC(=O)N1C[C@H]2[C@@H]3CC(C[C@@]3(C)CC[C@@H]2[C@]2(CCC(C=C12)=O)C)=O (6-t-butyloxycarbonyl-6-azaandrost-4-ene-3,16-dione), FC(C(=O)O)(F)F (trifluoroacetic acid). The solvent is C(Cl)Cl (methylene chloride). Reaction conditions: time 1.75 hour. Product: C[C@@]12CC(C[C@H]1[C@@H]1CNC3=CC(CC[C@]3(C)[C@H]1CC2)=O)=O (6-azaandrost-4-ene-3,16-dione). As a reaction SMILES: C(OC([N:8]1[C:25]2[C@:20]([CH3:27])([CH2:21][CH2:22][C:23](=[O:26])[CH:24]=2)[C@@H:19]2[C@H:10]([C@H:11]3[C@@:15]([CH2:17][CH2:18]2)([CH3:16])[CH2:14][C:13](=[O:28])[CH2:12]3)[CH2:9]1)=O)(C)(C)C.FC(F)(F)C(O)=O>C(Cl)Cl>[CH3:16][C@:15]12[CH2:17][CH2:18][C@H:19]3[C@@H:10]([CH2:9][NH:8][C:25]4[C@:20]3([CH3:27])[CH2:21][CH2:22][C:23](=[O:26])[CH:24]=4)[C@@H:11]1[CH2:12][C:13](=[O:28])[CH2:14]2. Procedure details: To a solution of 6-t-butyloxycarbonyl-6-azaandrost-4-ene-3,16-dione (11, R2 =H) (693 mg, 1.79 mmoles) in methylene chloride (12 mL) was added trifluoroacetic acid (3mL) and the mixture stirred at room temperature for 1.75 hours. The mixture was evaporated in vacuo and the residue dissolved in methylene chloride and shaken with 10% NaHCO3. The resulting solid was filtered and dried in a vacuum oven at 60° C. to give (12, R2 =H) as a white solid. NMR (CDCl3): δ 0.98 (s, 3H, 18-Me); 1.36 (s, 3H, 18... Starting materials: ClC=1C(=CC=2N(N1)C(N(N2)CC=2C=NC(=CC2)C(F)(F)F)=O)C2=CC=C(C=C2)Cl (6-chloro-7-(4-chlorophenyl)-2-((6-(trifluoromethyl)pyridin-3-yl)methyl)-[1,2,4]triazolo[4,3-b]pyridazin-3(2H)-one), [1,1′-bis(diphenyl-phosphino)ferrocene]dichloropalladium(II), C(Cl)Cl (CH2Cl2), ClC1=CC=C(C=C1)B(O)O (4-chlorophenylboronic acid), [O-]P(=O)([O-])[O-].[K+].[K+].[K+] (K3PO4). RXN SMILES: Cl[C:2]1[C:3]([C:23]2[CH:28]=[CH:27][C:26]([Cl:29])=[CH:25][CH:24]=2)=[CH:4][C:5]2[N:6]([C:8](=[O:22])[N:9]([CH2:11][C:12]3[CH:13]=[N:14][C:15]([C:18]([F:21])([F:20])[F:19])=[CH:16][CH:17]=3)[N:10]=2)[N:7]=1.[Cl:30][C:31]1[CH:36]=[CH:35][C:34](B(O)O)=[CH:33][CH:32]=1.[O-]P([O-])([O-])=O.[K+].[K+].[K+].C(Cl)Cl>>[Cl:30][C:31]1[CH:36]=[CH:35][C:34]([C:2]2[C:3]([C:23]3[CH:24]=[CH:25][C:26]([Cl:29])=[CH:27][CH:28]=3)=[CH:4][C:5]3[N:6]([C:8](=[O:22])[N:9]([CH2:11][C:12]4[CH:13]=[N:14][C:15]([C:18]([F:21])([F:20])[F:19])=[CH:16][CH:17]=4)[N:10]=3)[N:7]=2)=[CH:33][CH:32]=1 |f:2.3.4.5|. Reported procedure: To a flame-dried round bottom flask was placed 6-chloro-7-(4-chlorophenyl)-2-((6-(trifluoromethyl)pyridin-3-yl)methyl)-[1,2,4]triazolo[4,3-b]pyridazin-3(2H)-one (44 mg, 0.1 mmol), 4-chlorophenylboronic acid (31 mg, 0.2 mmol), K3PO4 (42.5 mg, 0.2 mmol) and [1,1′-bis(diphenyl-phosphino)ferrocene]dichloropalladium(II), complex with CH2Cl2 (1:1) (16 mg, 0.02 mmol). The flask was purged with argon for 15 min before addition of degassed anhydrous THF (1 mL). The reaction mixture was stirred at 70° C. ... Isolated yield 35.3%. Reaction conditions: temperature 70 celsius, time 16 hour. The product is ClC1=CC=C(C=C1)C=1C(=CC=2N(N1)C(N(N2)CC=2C=NC(=CC2)C(F)(F)F)=O)C2=CC=C(C=C2)Cl (6,7-bis(4-chlorophenyl)-2-((6-(trifluoromethyl)pyridin-3-yl)methyl)-[1,2,4]triazolo[4,3-b]pyridazin-3(2H)-one).